The task is: describe an organic reaction: reactants, conditions, products, and yield. This data is from the Open Reaction Database (ORD), a public repository of structured organic reaction records. Starting materials: CC#N, Cc1nc2c(O)cccn2c(=O)c1CCCl, Cl, Cl, Fc1ccc2c(C3CCNCC3)noc2c1, [I-], [K+], [Na+], [Na+], O=C([O-])[O-]. Product: Cc1nc2c(O)cccn2c(=O)c1CCN1CCC(c2noc3cc(F)ccc23)CC1. Reaction SMILES: [CH3:43][C:44]#[N:45].[Cl:2][CH2:3][CH2:4][c:5]1[c:6]([CH3:17])[n:7][c:8]2[n:9]([c:10]1=[O:11])[cH:12][cH:13][cH:14][c:15]2[OH:16].[ClH:18].[ClH:1].[F:19][c:20]1[cH:21][c:22]2[c:23]([c:24]([CH:27]3[CH2:28][CH2:29][NH:30][CH2:31][CH2:32]3)[n:25][o:26]2)[cH:33][cH:34]1.[I-:42].[K+:41].[Na+:35].[Na+:36].[O-:37][C:38](=[O:39])[O-:40]>>[CH2:3]([CH2:4][c:5]1[c:6]([CH3:17])[n:7][c:8]2[n:9]([c:10]1=[O:11])[cH:12][cH:13][cH:14][c:15]2[OH:16])[N:30]1[CH2:29][CH2:28][CH:27]([c:24]2[c:23]3[c:22]([cH:21][c:20]([F:19])[cH:34][cH:33]3)[o:26][n:25]2)[CH2:32][CH2:31]1.